Task: describe an organic reaction: reactants, conditions, products, and yield. Dataset: the Open Reaction Database (ORD), a public repository of structured organic reaction records Reactants: N(=NC(=O)OCC)C(=O)OCC (diethyl azodicarboxylate), O[C@@H]1C(N(CC1)CC#CCN1CCCC1)=O ((S)-3-hydroxy-1-[4-(1-pyrrolidinyl)-2-butynyl]-2-pyrrolidinone), C1(=CC=CC=C1)P(C1=CC=CC=C1)C1=CC=CC=C1 (triphenylphosphine), C(C)(=O)O (acetic acid). Run in O1CCCC1 (tetrahydrofuran). Run at time 8 hour. The product is C(C)(=O)O[C@H]1C(N(CC1)CC#CCN1CCCC1)=O ((R)-3-(Acetyloxy)-1-[4-(1-pyrrolidinyl)-2-butynyl]-2-pyrrolidinone). Reaction SMILES: [OH:1][C@H:2]1[CH2:6][CH2:5][N:4]([CH2:7][C:8]#[C:9][CH2:10][N:11]2[CH2:15][CH2:14][CH2:13][CH2:12]2)[C:3]1=[O:16].C1(P(C2C=CC=CC=2)C2C=CC=CC=2)C=CC=CC=1.[C:36](O)(=[O:38])[CH3:37].N(C(OCC)=O)=NC(OCC)=O>O1CCCC1>[C:36]([O:1][C@@H:2]1[CH2:6][CH2:5][N:4]([CH2:7][C:8]#[C:9][CH2:10][N:11]2[CH2:12][CH2:13][CH2:14][CH2:15]2)[C:3]1=[O:16])(=[O:38])[CH3:37]. Reported procedure: A solution of 0.5 g of (S)-3-hydroxy-1-[4-(1-pyrrolidinyl)-2-butynyl]-2-pyrrolidinone, 0.75 g of triphenylphosphine and 0.2 ml of acetic acid in 20 ml of tetrahydrofuran was stirred at room temperature in a tap water bath. A 0.6 g portion of diethyl azodicarboxylate was added dropwise, this mixture was stirred overnight, then the solvent was removed in vacuo. The residue was purified by chromatography (silica gel), giving 0.4 g of the desired product. Reactants: ONC(C=1C=C2C=NN(C2=CC1)CCC(=O)OCC)=N (Ethyl 3-{5-[(hydroxyamino)(imino)methyl]-1H-indazol-1-yl}propanoate), ClC=1C=C(C(=O)O)C=CC1OC(C)C (3-chloro-4-[(1-methylethyl)oxy]benzoic acid), C(CCl)Cl (EDC), C=1C=CC2=C(C1)N=NN2O (HOBT). The solvent is CN(C=O)C (N,N-Dimethylformamide), CCOC(=O)C (EtOAc). Run at temperature 120 celsius. Product: ClC=1C=C(C=CC1OC(C)C)C1=NC(=NO1)C=1C=C2C=NN(C2=CC1)CCC(=O)OCC (Ethyl 3-[5-(5-{3-chloro-4-[(1-methylethyl)oxy]phenyl}-1,2,4-oxadiazol-3-yl)-1H-indazol-1-yl]propanoate). The yield is 58.1%. RXN SMILES: [OH:1][NH:2][C:3](=[NH:20])[C:4]1[CH:5]=[C:6]2[C:10](=[CH:11][CH:12]=1)[N:9]([CH2:13][CH2:14][C:15]([O:17][CH2:18][CH3:19])=[O:16])[N:8]=[CH:7]2.[Cl:21][C:22]1[CH:23]=[C:24]([CH:28]=[CH:29][C:30]=1[O:31][CH:32]([CH3:34])[CH3:33])[C:25](O)=O.C(Cl)CCl.C1C=CC2N(O)N=NC=2C=1>CN(C)C=O.CCOC(C)=O>[Cl:21][C:22]1[CH:23]=[C:24]([C:25]2[O:1][N:2]=[C:3]([C:4]3[CH:5]=[C:6]4[C:10](=[CH:11][CH:12]=3)[N:9]([CH2:13][CH2:14][C:15]([O:17][CH2:18][CH3:19])=[O:16])[N:8]=[CH:7]4)[N:20]=2)[CH:28]=[CH:29][C:30]=1[O:31][CH:32]([CH3:33])[CH3:34]. Procedure details: A solution of Ethyl 3-{5-[(hydroxyamino)(imino)methyl]-1H-indazol-1-yl}propanoate (D52) (2.04 g, 7.38 mmol), 3-chloro-4-[(1-methylethyl)oxy]benzoic acid (D3) (1.743 g, 8.12 mmol), EDC (2.123 g, 11.08 mmol) and HOBT (1.357 g, 8.86 mmol) in N,N-Dimethylformamide (DMF) (25 ml) was stirred overnight then heated at 120° C. during 4 hours. The mixture was dissolved in EtOAc then washed with water and NaHCO3 and purified by flash chromatography, eluting with EtOAc/iso-Hexane 10-90% then 10-30%. The sol... As a reaction SMILES: [CH3:18][NH:19][CH3:20].[CH3:21][CH2:22][OH:23].[c:1]1([CH:7]([CH:8]([CH2:9][Br:10])[OH:11])[c:12]2[cH:13][cH:14][cH:15][cH:16][cH:17]2)[cH:2][cH:3][cH:4][cH:5][cH:6]1>>[c:1]1([CH:7]([CH:8]([CH2:9][N:19]([CH3:18])[CH3:20])[OH:11])[c:12]2[cH:13][cH:14][cH:15][cH:16][cH:17]2)[cH:2][cH:3][cH:4][cH:5][cH:6]1. Reactants: CNC, CCO, OC(CBr)C(c1ccccc1)c1ccccc1. The product is CN(C)CC(O)C(c1ccccc1)c1ccccc1. The reactants are CC#N, FC(F)(F)CN=C=S, Nc1ccnc(CSCCN2C(=O)c3ccccc3C2=O)n1. Yields the product O=C1c2ccccc2C(=O)N1CCSCc1nccc(NC(=S)NCC(F)(F)F)n1. RXN SMILES: [CH3:31][C:32]#[N:33].[F:23][C:24]([CH2:25][N:26]=[C:27]=[S:28])([F:29])[F:30].[NH2:1][c:2]1[n:3][c:4]([CH2:8][S:9][CH2:10][CH2:11][N:12]2[C:13](=[O:22])[c:14]3[c:15]([cH:18][cH:19][cH:20][cH:21]3)[C:16]2=[O:17])[n:5][cH:6][cH:7]1>>[NH:1]([c:2]1[n:3][c:4]([CH2:8][S:9][CH2:10][CH2:11][N:12]2[C:13](=[O:22])[c:14]3[c:15]([cH:18][cH:19][cH:20][cH:21]3)[C:16]2=[O:17])[n:5][cH:6][cH:7]1)[C:27]([NH:26][CH2:25][C:24]([F:23])([F:29])[F:30])=[S:28]. The reactants are NC1=NC(=C(N=C1C=O)Cl)SC (2-amino-5-chloro-3-formyl-6-(methylthio)pyrazine), C(C1=CC=CC=C1)N (Benzylamine), C(C1=CC=CC=C1)N (benzylamine). Solvent: C(C)(C)O (isopropanol), C(C)(C)O (isopropanol). Reaction conditions: time 8 hour. Yields the product ClC=1N=C(C(=NC1SC)N)C=NCC1=CC=CC=C1 (5-Chloro-3-[(benzylimino)methyl]-6-(methylthio)pyrazineamine). RXN SMILES: [NH2:1][C:2]1[C:7]([CH:8]=O)=[N:6][C:5]([Cl:10])=[C:4]([S:11][CH3:12])[N:3]=1.[CH2:13]([NH2:20])[C:14]1[CH:19]=[CH:18][CH:17]=[CH:16][CH:15]=1>C(O)(C)C>[Cl:10][C:5]1[N:6]=[C:7]([CH:8]=[N:20][CH2:13][C:14]2[CH:19]=[CH:18][CH:17]=[CH:16][CH:15]=2)[C:2]([NH2:1])=[N:3][C:4]=1[S:11][CH3:12]. Procedure: In 2 ml of heated isopropanol there was dissolved 2-amino-5-chloro-3-formyl-6-(methylthio)pyrazine (60 mg; 0.3 mMol) prepared in Step A above. Benzylamine (35 mg; 0.33 mMol) was then added, and the reaction mixture was heated for 2 minutes on a steam bath, and then allowed to cool to room temperature. The reaction mixture was redissolved in 5 ml of isopropanol, a 20% excess of benzylamine was added, and stirring was continued overnight at room temperature. Product precipitated, was filtered and ...